From a dataset of the Open Reaction Database (ORD), a public repository of structured organic reaction records. describe an organic reaction: reactants, conditions, products, and yield The reactants are O=C([O-])[O-], FC(F)(F)c1cc(CCl)ccc1OCC1CC1, [Cs+], [Cs+], CN(C)C=O, CCOC(=O)CC1CCc2c1[nH]c1ccc(O)cc21. The product is CCOC(=O)CC1CCc2c1[nH]c1ccc(OCc3ccc(OCC4CC4)c(C(F)(F)F)c3)cc21. As a reaction SMILES: [C:20](=[O:21])([O-:22])[O-:23].[Cl:26][CH2:27][c:28]1[cH:29][c:30]([C:39]([F:40])([F:41])[F:42])[c:31]([O:34][CH2:35][CH:36]2[CH2:37][CH2:38]2)[cH:32][cH:33]1.[Cs+:24].[Cs+:25].[O:43]=[CH:44][N:45]([CH3:46])[CH3:47].[OH:1][c:2]1[cH:3][c:4]2[c:5]3[c:6]([nH:7][c:8]2[cH:9][cH:10]1)[CH:11]([CH2:14][C:15](=[O:16])[O:17][CH2:18][CH3:19])[CH2:12][CH2:13]3>>[O:1]([c:2]1[cH:3][c:4]2[c:5]3[c:6]([nH:7][c:8]2[cH:9][cH:10]1)[CH:11]([CH2:14][C:15](=[O:16])[O:17][CH2:18][CH3:19])[CH2:12][CH2:13]3)[CH2:27][c:28]1[cH:29][c:30]([C:39]([F:40])([F:41])[F:42])[c:31]([O:34][CH2:35][CH:36]2[CH2:37][CH2:38]2)[cH:32][cH:33]1. The reactants are C(C)(C)(C)OC(NC1=C(C=C(C(=C1)OCC)C(F)(F)F)N)=O ((2-amino-5-ethoxy-4-trifluoromethyl-phenyl)-carbamic acid tert-butyl ester), C(C)(C)(C)OC(CC(=O)C1=CC(=NC=C1)C=1C=NC=CC1)=O (3-[2,3′]bipyridinyl-4-yl-3-oxo-propionic acid tert-butyl ester). Product: C(C)(C)(C)OC(NC1=C(C=C(C(=C1)OCC)C(F)(F)F)NC(CC(=O)C1=CC(=NC=C1)C=1C=NC=CC1)=O)=O ([2-(3-[2,3′]Bipyridinyl-4-yl-3-oxo-propionylamino)-5-ethoxy-4-trifluoromethyl-phenyl]-carbamic acid tert-butyl ester), foam. Yield: 78.0%. RXN SMILES: [C:1]([O:5][C:6](=[O:22])[NH:7][C:8]1[CH:13]=[C:12]([O:14][CH2:15][CH3:16])[C:11]([C:17]([F:20])([F:19])[F:18])=[CH:10][C:9]=1[NH2:21])([CH3:4])([CH3:3])[CH3:2].C([O:27][C:28](=O)[CH2:29][C:30]([C:32]1[CH:37]=[CH:36][N:35]=[C:34]([C:38]2[CH:39]=[N:40][CH:41]=[CH:42][CH:43]=2)[CH:33]=1)=[O:31])(C)(C)C>>[C:1]([O:5][C:6](=[O:22])[NH:7][C:8]1[CH:13]=[C:12]([O:14][CH2:15][CH3:16])[C:11]([C:17]([F:20])([F:19])[F:18])=[CH:10][C:9]=1[NH:21][C:28](=[O:27])[CH2:29][C:30]([C:32]1[CH:37]=[CH:36][N:35]=[C:34]([C:38]2[CH:39]=[N:40][CH:41]=[CH:42][CH:43]=2)[CH:33]=1)=[O:31])([CH3:2])([CH3:3])[CH3:4]. Procedure details: The title compound was prepared from (2-amino-5-ethoxy-4-trifluoromethyl-phenyl)-carbamic acid tert-butyl ester (Example J8) (240 mg, 0.75 mmol) and 3-[2,3′]bipyridinyl-4-yl-3-oxo-propionic acid tert-butyl ester (Example K57) (224 mg, 0.75 mmol) according to the general procedure M. Obtained as a yellow foam (319 mg, 78%). Reactants: CC(=O)c1ccc(N2CCN(C(C)=O)CC2)cc1, CCO, O=Cc1ccc(C=CC(=O)O)cc1, [K+], [OH-], O. Yields the product CC(=O)N1CCN(c2ccc(C(=O)C=Cc3ccc(C=CC(=O)O)cc3)cc2)CC1. Reaction SMILES: [C:1]([CH3:2])(=[O:3])[N:4]1[CH2:5][CH2:6][N:7]([c:10]2[cH:11][cH:12][c:13]([C:16]([CH3:17])=[O:18])[cH:14][cH:15]2)[CH2:8][CH2:9]1.[CH3:34][CH2:35][OH:36].[CH:19](=[O:20])[c:21]1[cH:22][cH:23][c:24]([CH:25]=[CH:26][C:27](=[O:28])[OH:29])[cH:30][cH:31]1.[K+:33].[OH-:32].[OH2:37]>>[C:1]([CH3:2])(=[O:3])[N:4]1[CH2:5][CH2:6][N:7]([c:10]2[cH:11][cH:12][c:13]([C:16]([CH:17]=[CH:19][c:21]3[cH:22][cH:23][c:24]([CH:25]=[CH:26][C:27](=[O:28])[OH:29])[cH:30][cH:31]3)=[O:18])[cH:14][cH:15]2)[CH2:8][CH2:9]1.